Task: describe an organic reaction: reactants, conditions, products, and yield. Dataset: the Open Reaction Database (ORD), a public repository of structured organic reaction records Reactants: ClC1=C(C=CC=C1)C=1C2=C(N=C(N1)S(=O)(=O)C)N(C(C=C2)=O)C2=C(C=CC=C2)Cl (4,8-bis-(2-chloro-phenyl)-2-methanesulfonyl-8H-pyrido[2,3-d]pyrimidin-7-one), NCCO (2-aminoethanol). Reported procedure: The product of Example 47, and 2-aminoethanol were reacted by the procedure of Example 60 to afford the title compound 4,8-bis-(2-chloro-phenyl)-2-(2-hydroxy-ethylamino)-8H-pyrido[2,3-d]pyrimidin-7-one. 1H-NMR (CDCl3) δ 3.17 (m, 2H), 3.48 (m, 2H), 6.08 (br s, 1H), 6.45 (d, 1H, J=9.6 Hz), 7.26-7.67 (m, 9H). LC MS (m/e)=427 (MH+). Yields the product ClC1=C(C=CC=C1)C=1C2=C(N=C(N1)NCCO)N(C(C=C2)=O)C2=C(C=CC=C2)Cl (4,8-bis-(2-chloro-phenyl)-2-(2-hydroxy-ethylamino)-8H-pyrido[2,3-d]pyrimidin-7-one). Reaction SMILES: [Cl:1][C:2]1[CH:7]=[CH:6][CH:5]=[CH:4][C:3]=1[C:8]1[C:9]2[CH:21]=[CH:20][C:19](=[O:22])[N:18]([C:23]3[CH:28]=[CH:27][CH:26]=[CH:25][C:24]=3[Cl:29])[C:10]=2[N:11]=[C:12](S(C)(=O)=O)[N:13]=1.[NH2:30][CH2:31][CH2:32][OH:33]>>[Cl:1][C:2]1[CH:7]=[CH:6][CH:5]=[CH:4][C:3]=1[C:8]1[C:9]2[CH:21]=[CH:20][C:19](=[O:22])[N:18]([C:23]3[CH:28]=[CH:27][CH:26]=[CH:25][C:24]=3[Cl:29])[C:10]=2[N:11]=[C:12]([NH:30][CH2:31][CH2:32][OH:33])[N:13]=1. The product is BrC1=C(C=C(C=C1)C(F)(F)F)[C@@H](CC\C=C\C1=CC(=CC(=C1)C(F)(F)F)C)NC(OCC1=CC=CC=C1)=O (benzyl {(1R,4E)-1-[2-bromo-5-(trifluoromethyl)phenyl]-5-[3-methyl-5-(trifluoromethyl)phenyl]pent-4-en-1-yl}carbamate). RXN SMILES: [Br:1][C:2]1[CH:7]=[CH:6][C:5]([C:8]([F:11])([F:10])[F:9])=[CH:4][C:3]=1[C@@H:12]([NH:17][C:18](=[O:27])[O:19][CH2:20][C:21]1[CH:26]=[CH:25][CH:24]=[CH:23][CH:22]=1)[CH2:13][CH2:14][CH:15]=[CH2:16].C([C:30]1[CH:35]=[C:34]([C:36]([F:39])([F:38])[F:37])[CH:33]=[C:32]([CH3:40])[CH:31]=1)=C>CC1C=C(C)C=C(C)C=1N1CCN(C2C(C)=CC(C)=CC=2C)C1=[Ru-4](Cl)(Cl)=CC1C=C(S(N(C)C)(=O)=O)C=CC=1OCCC.ClCCl>[Br:1][C:2]1[CH:7]=[CH:6][C:5]([C:8]([F:11])([F:10])[F:9])=[CH:4][C:3]=1[C@H:12]([NH:17][C:18](=[O:27])[O:19][CH2:20][C:21]1[CH:22]=[CH:23][CH:24]=[CH:25][CH:26]=1)[CH2:13][CH2:14]/[CH:15]=[CH:16]/[C:30]1[CH:35]=[C:34]([C:36]([F:37])([F:39])[F:38])[CH:33]=[C:32]([CH3:40])[CH:31]=1. Run at temperature 60 celsius. The yield is 73.7%. Starting materials: BrC1=C(C=C(C=C1)C(F)(F)F)[C@H](CCC=C)NC(OCC1=CC=CC=C1)=O (benzyl {(1S)-1-[2-bromo-5-(trifluoromethyl)phenyl]pent-4-en-1-yl}carbamate), C(=C)C1=CC(=CC(=C1)C(F)(F)F)C (1-ethenyl-3-methyl-5-(trifluoromethyl)benzene). Procedure: To a 100 mL RBF equipped with a reflux condenser was added benzyl {(1S)-1-[2-bromo-5-(trifluoromethyl)phenyl]pent-4-en-1-yl}carbamate (0.5 g, 1.13 mmol), 1-ethenyl-3-methyl-5-(trifluoromethyl)benzene (421 mg, 2.26 mmol) and dichloromethane (10 mL). The system was flushed with nitrogen and 1,3-bis(2,4,6-trimethylphenyl)-4,5-dihydroimidazol-2-ylidene[2-(1-propoxy)-5-(N,N-dimethylaminosulfonyl)phenyl]methyleneruthenium(II)dichloride (41 mg, 0.57 mmol) (Zhan catalyst-1B) was added before heating at ... Solvent: ClCCl (dichloromethane). The reagents and catalysts are CC1=C(C(=CC(=C1)C)C)N1C(N(CC1)C1=C(C=C(C=C1C)C)C)=[Ru-4](=CC1=C(C=CC(=C1)S(=O)(=O)N(C)C)OCCC)(Cl)Cl (1,3-bis(2,4,6-trimethylphenyl)-4,5-dihydroimidazol-2-ylidene[2-(1-propoxy)-5-(N,N-dimethylaminosulfonyl)phenyl]methyleneruthenium(II)dichloride). Starting materials: N1CCC(CC1)C(=O)O (Piperidine-4-carboxylic acid), C([O-])([O-])=O.[K+].[K+] (potassium carbonate), FC1=CC=C(C(=O)Cl)C=C1 (4-Fluorobenzoyl chloride). Run in O (water), C(Cl)Cl (methylene chloride), C(Cl)Cl (methylene chloride). Run at time 2 hour. Yields the product FC1=CC=C(C(=O)N2CCC(CC2)C(=O)O)C=C1 (1-(4-Fluorobenzoyl)piperidine-4-carboxylic acid). RXN SMILES: [NH:1]1[CH2:6][CH2:5][CH:4]([C:7]([OH:9])=[O:8])[CH2:3][CH2:2]1.C(=O)([O-])[O-].[K+].[K+].[F:16][C:17]1[CH:25]=[CH:24][C:20]([C:21](Cl)=[O:22])=[CH:19][CH:18]=1>O.C(Cl)Cl>[F:16][C:17]1[CH:25]=[CH:24][C:20]([C:21]([N:1]2[CH2:6][CH2:5][CH:4]([C:7]([OH:9])=[O:8])[CH2:3][CH2:2]2)=[O:22])=[CH:19][CH:18]=1 |f:1.2.3|. Procedure details: Piperidine-4-carboxylic acid (25.8 g, 200 mmol) and potassium carbonate (82.9 g, 600 mmol) are combined in water (500 mL) and methylene chloride (1 L) at 0° C. 4-Fluorobenzoyl chloride (31.7 g, 200 mmol) is dissolved in methylene chloride (200 mL) and added to the first mixture dropwise over 45 min. The mixture is stirred for 2 hr, after which the aqueous layer is separated and acidified to pH 1.5 with concentrated HCl. The aqueous mixture is extracted three times with methylene chloride, and th... Starting materials: NC1=C(C2=C(CCN(CC2)C(=O)OCC)C=C1\C=C\C(=O)OCC)Cl (ethyl 7-amino-6-chloro-8-[(1E)-3-ethoxy-3-oxoprop-1-en-1-yl]-1,2,4,5-tetrahydro-3H-3-benzazepine-3-carboxylate). Reagents/catalysts: [Pt](=O)=O (platinum(IV) oxide). Run in C(Cl)(Cl)Cl (chloroform), CO (MeOH). Conditions: time 20 hour. Product: ClC=1C2=C(C=C3CCC(NC13)=O)CCN(CC2)C(=O)OCC (ethyl 11-chloro-2-oxo-1,2,3,4,6,7,9,10-octahydro-8H-azepino[4,5-g]quinoline-8-carboxylate). Yield: 120.9%. RXN SMILES: [NH2:1][C:2]1[C:17](/[CH:18]=[CH:19]/[C:20](OCC)=[O:21])=[CH:16][C:5]2[CH2:6][CH2:7][N:8]([C:11]([O:13][CH2:14][CH3:15])=[O:12])[CH2:9][CH2:10][C:4]=2[C:3]=1[Cl:25]>C(Cl)(Cl)Cl.CO.[Pt](=O)=O>[Cl:25][C:3]1[C:4]2[CH2:10][CH2:9][N:8]([C:11]([O:13][CH2:14][CH3:15])=[O:12])[CH2:7][CH2:6][C:5]=2[CH:16]=[C:17]2[C:2]=1[NH:1][C:20](=[O:21])[CH2:19][CH2:18]2. Procedure: To a solution of 2.12 g of ethyl 7-amino-6-chloro-8-[(1E)-3-ethoxy-3-oxoprop-1-en-1-yl]-1,2,4,5-tetrahydro-3H-3-benzazepine-3-carboxylate in 20 ml of chloroform and 20 ml of MeOH was added 65 mg of platinum(IV) oxide, followed by stirring for 20 hours at 1 atm under a hydrogen atmosphere. The reaction mixture was filtered through celite and the filtrate was concentrated under reduced pressure to obtain 2.256 g of ethyl 11-chloro-2-oxo-1,2,3,4,6,7,9,10-octahydro-8H-azepino[4,5-g]quinoline-8-carbo... Reactants: N(=C=O)C (isocyanatomethane), N(=C=O)C (isocyanatomethane), NCCN1CC(CC1)NC1=NC2=C(N1CC1=CC=C(C=C1)F)C=CC=C2 (N-[1-(2-amino-ethyl)-3-pyrrolidinyl]-1-[(4-fluorophenyl)methyl]-1H-benzimidazol-2-amine), [Cl-].[Cl-].[Ca+2] (CaCl2). Run in O1CCCC1 (tetrahydrofuran). Run at time 1.5 hour. Product: FC1=CC=C(C=C1)CN1C(=NC2=C1C=CC=C2)NC2CN(CC2)CCNC(=O)NC (N-[2-[3-[[1-[(4-fluorophenyl)methyl]-1H-benzimidazol-2-yl]amino]-1-pyrrolidinyl]ethyl]-N'-methylurea). Yield: 81.0%. As a reaction SMILES: [N:1]([CH3:4])=[C:2]=[O:3].[NH2:5][CH2:6][CH2:7][N:8]1[CH2:12][CH2:11][CH:10]([NH:13][C:14]2[N:18]([CH2:19][C:20]3[CH:25]=[CH:24][C:23]([F:26])=[CH:22][CH:21]=3)[C:17]3[CH:27]=[CH:28][CH:29]=[CH:30][C:16]=3[N:15]=2)[CH2:9]1.[Cl-].[Cl-].[Ca+2]>O1CCCC1>[F:26][C:23]1[CH:24]=[CH:25][C:20]([CH2:19][N:18]2[C:17]3[CH:27]=[CH:28][CH:29]=[CH:30][C:16]=3[N:15]=[C:14]2[NH:13][CH:10]2[CH2:11][CH2:12][N:8]([CH2:7][CH2:6][NH:5][C:2]([NH:1][CH3:4])=[O:3])[CH2:9]2)=[CH:21][CH:22]=1 |f:2.3.4|. Reported procedure: A mixture of 0.9 parts of isocyanatomethane, 5.3 parts of N-[1-(2-amino-ethyl)-3-pyrrolidinyl]-1-[(4-fluorophenyl)methyl]-1H-benzimidazol-2-amine and 63 parts of tetrahydrofuran was stirred for 1.5 hour at room temperature using a CaCl2 -tube. Another portion of 0.9 parts of isocyanatomethane was added and stirring was continued for 1.5 hour at room temperature. The precipitated product was filtered off, washed with tetrahydrofuran and dried in vacuo at room temperature, yielding 5.0 parts (81%)... The reactants are B(Br)(Br)Br (BBr3), CC1=C(C=2C(N(C=CC2)CC(=O)C2=C(C=CC=C2)OC)=N1)C (2,3-dimethyl-7-(o-methoxyphenacyl) pyrrolo[2,3-b]pyridine), C(=O)(O)[O-].[Na+] (NaHCO3). Solvent: C(Cl)Cl (CH2Cl2), C(Cl)Cl (CH2Cl2), C(Cl)Cl (CH2Cl2). Yields the product CC1=C(C=2C(N(C=CC2)CC(=O)C2=C(C=CC=C2)O)=N1)C (2,3-Dimethyl-7-(o-hydroxyphenacyl)pyrrolo[2,3-b]pyridine). The yield is 62.4%. Reaction SMILES: [CH3:1][C:2]1[N:21]=[C:5]2[N:6]([CH2:10][C:11]([C:13]3[CH:18]=[CH:17][CH:16]=[CH:15][C:14]=3[O:19]C)=[O:12])[CH:7]=[CH:8][CH:9]=[C:4]2[C:3]=1[CH3:22].B(Br)(Br)Br.C([O-])(O)=O.[Na+]>C(Cl)Cl>[CH3:1][C:2]1[N:21]=[C:5]2[N:6]([CH2:10][C:11]([C:13]3[CH:18]=[CH:17][CH:16]=[CH:15][C:14]=3[OH:19])=[O:12])[CH:7]=[CH:8][CH:9]=[C:4]2[C:3]=1[CH3:22] |f:2.3|. Reported procedure: A solution of 2,3-dimethyl-7-(o-methoxyphenacyl) pyrrolo[2,3-b]pyridine (75 mg, 0.2 mmol) in 20 ml CH2Cl2 was cooled to 0° C. and treated with 1M BBr3 in CH2Cl2 (200 μl, 0.2 mmol). After reacting for an additional hour the reaction mixture was poured into a stirred solution of 5% NaHCO3. The aqueous layer was attracted with 50+10 ml CH2Cl2 and the combined organic layers washed With 50 ml 2M HCl (reextraction trice with 10 ml CH2Cl2). The combined organic layers were dried over MgSO4 and evapora... The solvent is C(C)O (ethanol), C(C)O (ethanol). The reactants are C(CC(O)(C(=O)O)CC(=O)O)(=O)O (citric acid), C(C)N(CCCCOC1=CC=C(C=C1)\C(=C(/Cl)\C1=CC=CC=C1)\C1=CC=CC=C1)CC ((Z)-1-[4-(4-diethylaminobutoxy)phenyl]-1,2-diphenyl-2-chloro-ethylene), C(CC(O)(C(=O)O)CC(=O)O)(=O)O (citric acid). RXN SMILES: [C:1]([OH:13])(=[O:12])[CH2:2][C:3]([CH2:8][C:9]([OH:11])=[O:10])([C:5]([OH:7])=[O:6])[OH:4].[CH2:14]([N:16]([CH2:43][CH3:44])[CH2:17][CH2:18][CH2:19][CH2:20][O:21][C:22]1[CH:27]=[CH:26][C:25](/[C:28](/[C:37]2[CH:42]=[CH:41][CH:40]=[CH:39][CH:38]=2)=[C:29](/[C:31]2[CH:36]=[CH:35][CH:34]=[CH:33][CH:32]=2)\[Cl:30])=[CH:24][CH:23]=1)[CH3:15]>C(O)C>[C:1]([OH:13])(=[O:12])[CH2:2][C:3]([CH2:8][C:9]([OH:11])=[O:10])([C:5]([OH:7])=[O:6])[OH:4].[CH2:43]([N:16]([CH2:14][CH3:15])[CH2:17][CH2:18][CH2:19][CH2:20][O:21][C:22]1[CH:27]=[CH:26][C:25](/[C:28](/[C:37]2[CH:42]=[CH:41][CH:40]=[CH:39][CH:38]=2)=[C:29](\[C:31]2[CH:32]=[CH:33][CH:34]=[CH:35][CH:36]=2)/[Cl:30])=[CH:24][CH:23]=1)[CH3:44] |f:3.4|. Procedure: Combine citric acid (164.7 mg, 0.86 mmol) and ethanol (3 mL) and heat until the solid dissolves. Combine (Z)-1-[4-(4-diethylaminobutoxy)phenyl]-1,2-diphenyl-2-chloro-ethylene (372.6 mg, 0.86 mmol) and warm ethanol (3 mL) and add with stirring to the citric acid solution prepared above. Cool to 4° C. and allow to stand for 18 hours. Filter to give the title compound as a solid: mp; 127°-130° C. Conditions: temperature 4 celsius, time 18 hour. Yields the product C(CC(O)(C(=O)O)CC(=O)O)(=O)O.C(C)N(CCCCOC1=CC=C(C=C1)\C(=C(\Cl)/C1=CC=CC=C1)\C1=CC=CC=C1)CC ((E)-1-[4(4-Diethylaminobutoxy)phenyl]-1,2-diphenyl-2-chloro-ethylene citrate salt). Starting materials: NC(C(=O)O)\C=C\CP(=O)(O)O (E-2-amino-5-phosphono-3-pentenoic acid), Cl (hydrogen chloride), C(C)O (ethanol). Yields the product C(C)OC(C(C=CCP(=O)(O)O)N)=O (2-amino-5-phosphono-3-pentenoic acid ethyl ester). As a reaction SMILES: [NH2:1][CH:2](/[CH:6]=[CH:7]/[CH2:8][P:9]([OH:12])([OH:11])=[O:10])[C:3]([OH:5])=[O:4].Cl.[CH2:14](O)[CH3:15]>>[CH2:14]([O:4][C:3](=[O:5])[CH:2]([NH2:1])[CH:6]=[CH:7][CH2:8][P:9]([OH:12])([OH:11])=[O:10])[CH3:15]. Reported procedure: 2.0 g of E-2-amino-5-phosphono-3-pentenoic acid are placed in 50 ml of ethanol and the whole is saturated with hydrogen chloride gas for 21/2 hours at 50°. After concentration, the residue is dissolved in 18 ml of ethanol, 18 ml of propylene oxide are added and the precipitate is filtered off. Recrystallisation from water/ethanol 1:3 yields 2-amino-5-phosphono-3-pentenoic acid ethyl ester, m.p. 167°-168°. The reactants are [Si](C)(C)(C(C)(C)C)OCC1=CC2=C(C=N1)N(C=N2)C2=CC(=C(S2)C(=O)OC)O[C@H](C)C2=C(C=CC=C2)C(F)(F)F (methyl 5-[6-({[tert-butyl(dimethyl)silyl]oxy}methyl)-3H-imidazo[4,5-c]pyridin-3-yl]-3-{(1R)-1-[2-(trifluoromethyl)phenyl]ethoxy}thiophene-2-carboxylate), solution, N (ammonia). Run in CO (methanol). Run at temperature 125 celsius, time 4 hour. Product: [Si](C)(C)(C(C)(C)C)OCC1=CC2=C(C=N1)N(C=N2)C2=CC(=C(S2)C(=O)N)O[C@H](C)C2=C(C=CC=C2)C(F)(F)F (5-[6-({[tert-butyl(dimethyl)silyl]oxy}methyl)-3H-imidazo[4,5-c]pyridin-3-yl]-3-{(1R)-1-[2-(trifluoromethyl)phenyl]ethoxy}thiophene-2-carboxamide). Reaction SMILES: [Si:1]([O:8][CH2:9][C:10]1[N:15]=[CH:14][C:13]2[N:16]([C:19]3[S:23][C:22]([C:24]([O:26]C)=O)=[C:21]([O:28][C@@H:29]([C:31]4[CH:36]=[CH:35][CH:34]=[CH:33][C:32]=4[C:37]([F:40])([F:39])[F:38])[CH3:30])[CH:20]=3)[CH:17]=[N:18][C:12]=2[CH:11]=1)([C:4]([CH3:7])([CH3:6])[CH3:5])([CH3:3])[CH3:2].[NH3:41]>CO>[Si:1]([O:8][CH2:9][C:10]1[N:15]=[CH:14][C:13]2[N:16]([C:19]3[S:23][C:22]([C:24]([NH2:41])=[O:26])=[C:21]([O:28][C@@H:29]([C:31]4[CH:36]=[CH:35][CH:34]=[CH:33][C:32]=4[C:37]([F:40])([F:39])[F:38])[CH3:30])[CH:20]=3)[CH:17]=[N:18][C:12]=2[CH:11]=1)([C:4]([CH3:7])([CH3:5])[CH3:6])([CH3:3])[CH3:2]. Procedure details: A mixture of 12 g of methyl 5-[6-({[tert-butyl(dimethyl)silyl]oxy}methyl)-3H-imidazo[4,5-c]pyridin-3-yl]-3-{(1R)-1-[2-(trifluoromethyl)phenyl]ethoxy}thiophene-2-carboxylate and 1.3 l of a 7 N solution of ammonia in methanol is stirred in an autoclave at 125° C. for 4 hours. The reaction mixture is concentrated to dryness and the resulting residue is purified by flash chromatography [silica gel, eluent: toluol/dioxane, elution gradient of 7/3 (v/v) to 1/1 (v/v)] to yield the title product. Starting materials: Cl.FCC(CF)(C)C1=CC(=NO1)NC(NC1=CC=C(C=C1)NC(C1=NC=C(C=C1)OC1CCNCC1)=O)=O (N-(4-(3-(5-(1,3-difluoro-2-methylpropan-2-yl)isoxazol-3-yl)ureido)phenyl)-5-(piperidin-4-yloxy)picolinamide hydrochloride), Cl.C(C)(C)(C)C1=CC(=NO1)NC(NC1=CC=C(C=C1)NC(C1=NC=CC(=C1)OC1CCNCC1)=O)=O (N-(4-(3-(5-tert-butylisoxazol-3-yl)ureido)phenyl)-4-(piperidin-4-yloxy)picolinamide hydrochloride). Product: FCC(CF)(C)C1=CC(=NO1)NC(NC1=CC=C(C=C1)NC(C1=NC=C(C=C1)OC1CCN(CC1)CC)=O)=O (N-(4-(3-(5-(1,3-Difluoro-2-methylpropan-2-yl)isoxazol-3-yl)ureido)phenyl)-5-(1-ethylpiperidin-4-yloxy)picolinamide). The yield is 94.0%. Reaction SMILES: Cl.[F:2][CH2:3][C:4]([C:8]1[O:12][N:11]=[C:10]([NH:13][C:14](=[O:38])[NH:15][C:16]2[CH:21]=[CH:20][C:19]([NH:22][C:23](=[O:37])[C:24]3[CH:29]=[CH:28][C:27]([O:30][CH:31]4[CH2:36][CH2:35][NH:34][CH2:33][CH2:32]4)=[CH:26][N:25]=3)=[CH:18][CH:17]=2)[CH:9]=1)([CH3:7])[CH2:5][F:6].Cl.[C:40](C1ON=C(NC(=O)NC2C=CC(NC(=O)C3C=C(OC4CCNCC4)C=CN=3)=CC=2)C=1)(C)(C)[CH3:41]>>[F:2][CH2:3][C:4]([C:8]1[O:12][N:11]=[C:10]([NH:13][C:14](=[O:38])[NH:15][C:16]2[CH:17]=[CH:18][C:19]([NH:22][C:23](=[O:37])[C:24]3[CH:29]=[CH:28][C:27]([O:30][CH:31]4[CH2:32][CH2:33][N:34]([CH2:40][CH3:41])[CH2:35][CH2:36]4)=[CH:26][N:25]=3)=[CH:20][CH:21]=2)[CH:9]=1)([CH3:7])[CH2:5][F:6] |f:0.1,2.3|. Procedure details: N-(4-(3-(5-(1,3-Difluoro-2-methylpropan-2-yl)isoxazol-3-yl)ureido)phenyl)-5-(1-ethylpiperidin-4-yloxy)picolinamide (65 mg, 94%) was prepared as a white powder using a procedure analogous to that described in Example 2, substituting N-(4-(3-(5-(1,3-difluoro-2-methylpropan-2-yl)isoxazol-3-yl)ureido)phenyl)-5-(piperidin-4-yloxy)picolinamide hydrochloride from Step 3 of this example for N-(4-(3-(5-tert-butylisoxazol-3-yl)ureido)phenyl)-4-(piperidin-4-yloxy)picolinamide hydrochloride used in Example ...